describe an organic reaction: reactants, conditions, products, and yield From a dataset of the Open Reaction Database (ORD), a public repository of structured organic reaction records. Starting materials: CSC, CO, C=C1CC(=O)C2CC1C2(C)C, O=[O+][O-]. Product: CC1(C)C2CC1C(=O)CC2=O. Reaction SMILES: [CH3:15][S:16][CH3:17].[CH3:18][OH:19].[CH3:1][C:2]1([CH3:11])[CH:3]2[C:4](=[CH2:10])[CH2:5][C:6](=[O:9])[CH:7]1[CH2:8]2.[O-:12][O+:13]=[O:14]>>[CH3:1][C:2]1([CH3:11])[CH:3]2[C:4](=[O:12])[CH2:5][C:6](=[O:9])[CH:7]1[CH2:8]2. Starting materials: C=CCN1CCN(c2ccc(NS(=O)(=O)c3ccc(Br)cc3)cn2)CC1, Cc1ccccc1, C1CCC(P(C2CCCCC2)C2CCCCC2)CC1, Cl, [K+], [K+], [K+], CC(=O)[O-], CC(=O)[O-], O, O=P([O-])([O-])[O-], [Pd+2]. Product: C=CCN1CCN(c2ccc(NS(=O)(=O)c3ccc(C4CC4)cc3)cn2)CC1. As a reaction SMILES: [CH2:2]([CH:3]=[CH2:4])[N:5]1[CH2:6][CH2:7][N:8]([c:11]2[n:12][cH:13][c:14]([NH:17][S:18](=[O:19])(=[O:20])[c:21]3[cH:22][cH:23][c:24]([Br:27])[cH:25][cH:26]3)[cH:15][cH:16]2)[CH2:9][CH2:10]1.[CH3:56][c:57]1[cH:58][cH:59][cH:60][cH:61][cH:62]1.[CH:36]1([P:37]([CH:41]2[CH2:42][CH2:43][CH2:44][CH2:45][CH2:46]2)[CH:49]2[CH2:40][CH2:39][CH2:38][CH2:53][CH2:54]2)[CH2:47][CH2:48][CH2:50][CH2:51][CH2:52]1.[ClH:1].[K+:33].[K+:34].[K+:35].[O-:64][C:65]([CH3:66])=[O:67].[O-:68][C:69]([CH3:70])=[O:71].[OH2:55].[P:28]([O-:29])([O-:30])([O-:31])=[O:32].[Pd+2:63]>>[CH2:2]([CH:3]=[CH2:4])[N:5]1[CH2:6][CH2:7][N:8]([c:11]2[n:12][cH:13][c:14]([NH:17][S:18](=[O:19])(=[O:20])[c:21]3[cH:22][cH:23][c:24]([CH:53]4[CH2:49][CH2:54]4)[cH:25][cH:26]3)[cH:15][cH:16]2)[CH2:9][CH2:10]1. Reactants: COC1=C(C=CC(=C1)OC)C1=NNC(C2=CC(=CC=C12)OC)=O (4-(2,4-dimethoxyphenyl)-7-methoxy-2H-phthalazin-1-one), P(=O)(Cl)(Cl)Cl (phosphoryl chloride). Yields the product ClC1=NN=C(C2=CC=C(C=C12)OC)C1=C(C=C(C=C1)OC)OC (1-Chloro-4-(2,4-dimethoxyphenyl)-7-methoxyphthalazine). RXN SMILES: [CH3:1][O:2][C:3]1[CH:8]=[C:7]([O:9][CH3:10])[CH:6]=[CH:5][C:4]=1[C:11]1[C:20]2[C:15](=[CH:16][C:17]([O:21][CH3:22])=[CH:18][CH:19]=2)[C:14](=O)[NH:13][N:12]=1.P(Cl)(Cl)([Cl:26])=O>>[Cl:26][C:14]1[C:15]2[C:20](=[CH:19][CH:18]=[C:17]([O:21][CH3:22])[CH:16]=2)[C:11]([C:4]2[CH:5]=[CH:6][C:7]([O:9][CH3:10])=[CH:8][C:3]=2[O:2][CH3:1])=[N:12][N:13]=1. Procedure details: This compound is obtained according to the procedure described in 1.3. by reacting 4-(2,4-dimethoxyphenyl)-7-methoxy-2H-phthalazin-1-one with phosphoryl chloride.